This data is from the Open Reaction Database (ORD), a public repository of structured organic reaction records. The task is: describe an organic reaction: reactants, conditions, products, and yield Starting materials: potassium tert.butylate, C(#N)CC#N (1,1-dicyanomethane), BrCCCCCCCCCCC(=O)OC (methyl 11-bromoundecanoate). The solvent is O1CCCC1 (tetrahydrofuran), O1CCCC1 (tetrahydrofuran). The product is C(#N)C(CCCCCCCCCCC(=O)OC)C#N (methyl 12,12-dicyanododecanoate). Reaction SMILES: [C:1]([CH2:3][C:4]#[N:5])#[N:2].Br[CH2:7][CH2:8][CH2:9][CH2:10][CH2:11][CH2:12][CH2:13][CH2:14][CH2:15][CH2:16][C:17]([O:19][CH3:20])=[O:18]>O1CCCC1>[C:1]([CH:3]([C:4]#[N:5])[CH2:7][CH2:8][CH2:9][CH2:10][CH2:11][CH2:12][CH2:13][CH2:14][CH2:15][CH2:16][C:17]([O:19][CH3:20])=[O:18])#[N:2]. Reported procedure: 100 ml of anhydrous tetrahydrofuran are introduced into a three-neck flask with stirrer, reflux condenser and dropping funnel, and 11.22 g (0.10 mol) of potassium tert.butylate are suspended with stirring. 6.61 g (0.10 mol) of 1,1-dicyanomethane dissolved in 20 ml of anhydrous tetrahydrofuran are added dropwise to this, while cooling in ice so that the temperature does not rise above 10° C. Subsequently, 28.0 g (0.10 mol) of methyl 11-bromoundecanoate are added, and the mixture is refluxed for 1... Reactants: FC1=C(C=C(C=C1)[N+](=O)[O-])N=C=O (1-fluoro-2-isocyanato-4-nitrobenzene), N1CCCC1 (pyrrolidine). The solvent is C(Cl)Cl (DCM). Conditions: time 14 hour. Product: NC=1C=CC(=C(C1)NC(=O)N1CCCC1)F (N-(5-amino-2-fluorophenyl)pyrrolidine-1-carboxamide). As a reaction SMILES: [F:1][C:2]1[CH:7]=[CH:6][C:5]([N+:8]([O-])=O)=[CH:4][C:3]=1[N:11]=[C:12]=[O:13].[NH:14]1[CH2:18][CH2:17][CH2:16][CH2:15]1>C(Cl)Cl>[NH2:8][C:5]1[CH:6]=[CH:7][C:2]([F:1])=[C:3]([NH:11][C:12]([N:14]2[CH2:18][CH2:17][CH2:16][CH2:15]2)=[O:13])[CH:4]=1. Reported procedure: A mixture of 1-fluoro-2-isocyanato-4-nitrobenzene (1.125 g, 6.18 mmoles) and pyrrolidine (485 mg, 6.8 mmoles) in DCM (20 mL) was stirred at r.t. for 14 hrs. After concentrated, the mixture was extracted with ethyl acetate. The organic layer was washed with aqueous citric acid solution and dried over MgSO4, followed by hydrogenation with Pd/C (wet, 10%, 0.15 g) under a hydrogen balloon overnight. After filtration and concentration, the reasonable pure N-(5-amino-2-fluorophenyl)pyrrolidine-1-carbo... Reactants: ClC1=NC(=CC(=N1)SCC=1C(=NC2=C(C=CC=C2C1)C)C1=CC=CC=C1)C (([(2-Chloro-6-methylpyrimidin-4-yl)thio]methyl}-8-methyl-2-phenylquinoline), N (ammonia). The solvent is C1CCOC1 (THF), CO (methanol). Reaction conditions: temperature 120 celsius. Yields the product CC1=NC(=NC(=C1)SCC=1C(=NC2=C(C=CC=C2C1)C)C1=CC=CC=C1)N (4-Methyl-6-{[(8-methyl-2-phenylquinolin-3-yl)methyl]thio}pyrimidin-2-amine). Yield: 20.0%. As a reaction SMILES: Cl[C:2]1[N:7]=[C:6]([S:8][CH2:9][C:10]2[C:11]([C:21]3[CH:26]=[CH:25][CH:24]=[CH:23][CH:22]=3)=[N:12][C:13]3[C:18]([CH:19]=2)=[CH:17][CH:16]=[CH:15][C:14]=3[CH3:20])[CH:5]=[C:4]([CH3:27])[N:3]=1.[NH3:28]>C1COCC1.CO>[CH3:27][C:4]1[CH:5]=[C:6]([S:8][CH2:9][C:10]2[C:11]([C:21]3[CH:26]=[CH:25][CH:24]=[CH:23][CH:22]=3)=[N:12][C:13]3[C:18]([CH:19]=2)=[CH:17][CH:16]=[CH:15][C:14]=3[CH3:20])[N:7]=[C:2]([NH2:28])[N:3]=1. Procedure: To a solution of Example 85 (100 mg, 0.26 mmol) in THF (1 mL) was added 7N ammonia in methanol (5 mL). The reaction mixture was heated in a microwave at 120° C. for 1 h and concentrated in vacuo. Purification by preparative HPLC (Method 1) gave the title compound as an off-white solid (24 mg, 20%). δH (DMSO-d6) 8.60 (s, 1H), 8.27 (s, 1H), 7.84 (d, J 8.1 Hz, 1H), 7.66-7.70 (m, 2H), 7.60-7.65 (m, 1H), 7.45-7.58 (m, 3H), 6.61 (br s, 2H), 6.28 (s, 1H), 4.54 (s, 2H), 2.69 (s, 3H), 2.08 (s, 3H). LCMS ... Reactants: CC(=O)O[BH-](OC(C)=O)OC(C)=O, C1COCCN1, ClCCl, CC(=O)O, CN(C)C=O, COc1cc(Nc2c(C#N)cnc3cc(-c4ccc(C=O)o4)ccc23)c(Cl)cc1Cl, [Na+]. Yields the product COc1cc(Nc2c(C#N)cnc3cc(-c4ccc(CN5CCOCC5)o4)ccc23)c(Cl)cc1Cl. RXN SMILES: [C:37]([O:38][BH-:39]([O:40][C:41](=[O:42])[CH3:43])[O:44][C:45](=[O:46])[CH3:47])(=[O:48])[CH3:49].[CH2:1]1[CH2:2][O:3][CH2:4][CH2:5][NH:6]1.[CH2:55]([Cl:56])[Cl:57].[CH3:51][C:52](=[O:53])[OH:54].[CH3:58][N:59]([CH3:60])[CH:61]=[O:62].[Cl:7][c:8]1[c:9]([NH:10][c:11]2[c:12]([C:28]#[N:29])[cH:13][n:14][c:15]3[cH:16][c:17](-[c:21]4[o:22][c:23]([CH:26]=[O:27])[cH:24][cH:25]4)[cH:18][cH:19][c:20]23)[cH:30][c:31]([O:35][CH3:36])[c:32]([Cl:34])[cH:33]1.[Na+:50]>>[CH2:1]1[CH2:2][O:3][CH2:4][CH2:5][N:6]1[CH2:26][c:23]1[o:22][c:21](-[c:17]2[cH:16][c:15]3[n:14][cH:13][c:12]([C:28]#[N:29])[c:11]([NH:10][c:9]4[c:8]([Cl:7])[cH:33][c:32]([Cl:34])[c:31]([O:35][CH3:36])[cH:30]4)[c:20]3[cH:19][cH:18]2)[cH:25][cH:24]1.